This data is from the Open Reaction Database (ORD), a public repository of structured organic reaction records. The task is: describe an organic reaction: reactants, conditions, products, and yield Reactants: C(O)([O-])=O.[Na+] (sodium hydrogencarbonate), C(C)(=O)O.NN (Hydrazine acetate), C(C)(=O)S[C@H]1C[C@H](N(C1)C)C(=O)N1C[C@H](CC1)NC(CNC(=NC(=O)OCC1=CC=C(C=C1)[N+](=O)[O-])NC(=O)OCC1=CC=C(C=C1)[N+](=O)[O-])=O ((2S,4S)-4-acetylthio-2-[(3S)-3-[2-[2,3-bis(4-nitrobenzyloxycarbonyl)guanidino]acetylamino]pyrrolidin-1-ylcarbonyl]-1-methylpyrrolidine), O[C@H](C)[C@@H]1[C@@H]2N(C(=C([C@@H]2C)OP(=O)(C2=CC=CC=C2)C2=CC=CC=C2)C(=O)OCC2=CC=C(C=C2)[N+](=O)[O-])C1=O (4-nitrobenzyl (1R,5R,6S)-6-[(1R)-1-hydroxyethyl]-1-methyl-2-diphenylphosphoryloxy-1-carbapen-2-em-3-carboxylate), C(C)(C)N(C(C)C)CC (N,N-diisopropylethylamine). Run in O1CCCC1 (tetrahydrofuran), CN(C=O)C (N,N-dimethylformamide). Run at time 4 hour. The product is [N+](=O)([O-])C1=CC=C(COC(=O)N=C(NCC(=O)N[C@@H]2CN(CC2)C(=O)[C@H]2N(C[C@H](C2)SC=2[C@@H]([C@H]3N(C2C(=O)OCC2=CC=C(C=C2)[N+](=O)[O-])C([C@@H]3[C@@H](C)O)=O)C)C)NC(=O)OCC3=CC=C(C=C3)[N+](=O)[O-])C=C1 (4-Nitrobenzyl (1R,5S,6S)-2-[(2S,4S)-2-[(3S)-3-[2-[2,3-bis(4-nitrobenzyloxy-carbonyl)guanidino]-acetylamino]pyrrolidin-1-ylcarbonyl]-1-methylpyrrolidin-4-ylthio]-6-[(1R)-1-hydroxyethyl]-1-methyl-1-carbapen-2-em-3-carboxylate). Isolated yield 66.1%. Reaction SMILES: C(O)(=O)C.NN.C([S:10][C@@H:11]1[CH2:15][N:14]([CH3:16])[C@H:13]([C:17]([N:19]2[CH2:23][CH2:22][C@H:21]([NH:24][C:25](=[O:57])[CH2:26][NH:27][C:28]([NH:43][C:44]([O:46][CH2:47][C:48]3[CH:53]=[CH:52][C:51]([N+:54]([O-:56])=[O:55])=[CH:50][CH:49]=3)=[O:45])=[N:29][C:30]([O:32][CH2:33][C:34]3[CH:39]=[CH:38][C:37]([N+:40]([O-:42])=[O:41])=[CH:36][CH:35]=3)=[O:31])[CH2:20]2)=[O:18])[CH2:12]1)(=O)C.[OH:58][C@@H:59]([C@H:61]1[C:96](=[O:97])[N:63]2[C:64]([C:83]([O:85][CH2:86][C:87]3[CH:92]=[CH:91][C:90]([N+:93]([O-:95])=[O:94])=[CH:89][CH:88]=3)=[O:84])=[C:65](OP(C3C=CC=CC=3)(C3C=CC=CC=3)=O)[C@H:66]([CH3:67])[C@H:62]12)[CH3:60].C(N(CC)C(C)C)(C)C.C(=O)([O-])O.[Na+]>CN(C)C=O.O1CCCC1>[N+:40]([C:37]1[CH:38]=[CH:39][C:34]([CH2:33][O:32][C:30]([N:29]=[C:28]([NH:43][C:44]([O:46][CH2:47][C:48]2[CH:53]=[CH:52][C:51]([N+:54]([O-:56])=[O:55])=[CH:50][CH:49]=2)=[O:45])[NH:27][CH2:26][C:25]([NH:24][C@H:21]2[CH2:22][CH2:23][N:19]([C:17]([C@@H:13]3[CH2:12][C@H:11]([S:10][C:65]4[C@H:66]([CH3:67])[C@@H:62]5[C@@H:61]([C@H:59]([OH:58])[CH3:60])[C:96](=[O:97])[N:63]5[C:64]=4[C:83]([O:85][CH2:86][C:87]4[CH:88]=[CH:89][C:90]([N+:93]([O-:95])=[O:94])=[CH:91][CH:92]=4)=[O:84])[CH2:15][N:14]3[CH3:16])=[O:18])[CH2:20]2)=[O:57])=[O:31])=[CH:35][CH:36]=1)([O-:42])=[O:41] |f:0.1,5.6|. Procedure: Hydrazine acetate (652 mg) was added to a solution of (2S,4S)-4-acetylthio-2-[(3S)-3-[2-[2,3-bis(4-nitrobenzyloxycarbonyl)guanidino]acetylamino]pyrrolidin-1-ylcarbonyl]-1-methylpyrrolidine (4.3 g) in N,N-dimethylformamide (86 ml) and stirred at room temperature for 4 hours. To the resulting mixture was added 4-nitrobenzyl (1R,5R,6S)-6-[(1R)-1-hydroxyethyl]-1-methyl-2-diphenylphosphoryloxy-1-carbapen-2-em-3-carboxylate (3.53 g) and N,N-diisopropylethylamine (1.34 ml) and allowed to react at −30° ... The reactants are ClCCl, CN(C)CC(=O)O, CCN(C(C)C)C(C)C, CC(C)Oc1ccc(C(=O)NC(CN)Cc2ccc(-c3cn4cccc(C(C)O)c4n3)cc2)cc1Cl, O. Product: CC(C)Oc1ccc(C(=O)NC(CNC(=O)CN(C)C)Cc2ccc(-c3cn4cccc(C(C)O)c4n3)cc2)cc1Cl. Reaction SMILES: [CH2:53]([Cl:54])[Cl:55].[CH3:46][N:47]([CH3:48])[CH2:49][C:50]([OH:51])=[O:52].[CH:37]([N:38]([CH2:39][CH3:40])[CH:41]([CH3:42])[CH3:43])([CH3:44])[CH3:45].[NH2:1][CH2:2][CH:3]([CH2:4][c:5]1[cH:6][cH:7][c:8](-[c:11]2[n:12][c:13]3[n:14]([cH:15][cH:16][cH:17][c:18]3[CH:19]([CH3:20])[OH:21])[cH:22]2)[cH:9][cH:10]1)[NH:23][C:24]([c:25]1[cH:26][c:27]([Cl:35])[c:28]([O:31][CH:32]([CH3:33])[CH3:34])[cH:29][cH:30]1)=[O:36].[OH2:56]>>[NH:1]([CH2:2][CH:3]([CH2:4][c:5]1[cH:6][cH:7][c:8](-[c:11]2[n:12][c:13]3[n:14]([cH:15][cH:16][cH:17][c:18]3[CH:19]([CH3:20])[OH:21])[cH:22]2)[cH:9][cH:10]1)[NH:23][C:24]([c:25]1[cH:26][c:27]([Cl:35])[c:28]([O:31][CH:32]([CH3:33])[CH3:34])[cH:29][cH:30]1)=[O:36])[C:50]([CH2:49][N:47]([CH3:46])[CH3:48])=[O:51]. Conditions: temperature 50 celsius. The product is BrC1=CC=C2C=C(C=C(C2=C1)O)C (7-bromo-3-methylnaphthalen-1-ol). The reactants are BrC1=CC=C(C=C1)CC(=CC(=O)OCC)C (ethyl 4-(4-bromophenyl)-3-methylbut-2-enoate), OS(=O)(=O)O (H2SO4), ice. Procedure: A flask containing the crude ethyl 4-(4-bromophenyl)-3-methylbut-2-enoate from above (˜30 grams) was treated with concentrated H2SO4 (120 mL) and warmed to 50° C. for 2.5 h. The reaction was poured onto ˜500 mL of crushed ice. Once the ice had thawed, the brown suspension was extracted with two portions of EtOAc (500 mL and 100 mL, respectively). The two extracts were combined, washed with saturated NaHCO3, dried (MgSO4), filtered, and concentrated to ˜55 mL. The residue was treated with DCM and... As a reaction SMILES: [Br:1][C:2]1[CH:7]=[CH:6][C:5]([CH2:8][C:9]([CH3:16])=[CH:10][C:11]([O:13]CC)=O)=[CH:4][CH:3]=1.OS(O)(=O)=O>>[Br:1][C:2]1[CH:3]=[C:4]2[C:5]([CH:8]=[C:9]([CH3:16])[CH:10]=[C:11]2[OH:13])=[CH:6][CH:7]=1. Run in ice. Reactants: C(C#CC)OC1=CC=C(C=C1)C[C@@H](C(=O)OC)NC(=O)[C@H]([C@](C(=O)OC(C)(C)C)(CCOC)O)\C=C\CCCCCCS(=O)(=O)CCCCCCC (tert-Butyl (E)-(2S,3S)-3-[(S)-2-(4-but-2-ynyloxy-phenyl)-1-methoxycarbonyl-ethylcarbamoyl]-11-(heptane-1-sulfonyl)-2-hydroxy-2-(2-methoxy-ethyl)-undec-4-enoate), FC(C(=O)O)(F)F (trifluoroacetic acid). Solvent: ClCCl (dichloromethane). Reaction conditions: time 15 hour. Product: C(C#CC)OC1=CC=C(C=C1)C[C@@H](C(=O)OC)NC(=O)[C@H]([C@](C(=O)O)(CCOC)O)\C=C\CCCCCCS(=O)(=O)CCCCCCC ((E)-(2S,3S)-3-[(S)-2-(4-but-2-ynyloxy-phenyl)-1-methoxycarbonyl-ethylcarbamoyl]-11-(heptane-1-sulfonyl)-2-hydroxy-2-(2-methoxy-ethyl)-undec-4-enoic acid). Yield: 74.0%. As a reaction SMILES: [CH2:1]([O:5][C:6]1[CH:11]=[CH:10][C:9]([CH2:12][C@H:13]([NH:18][C:19]([C@@H:21](/[CH:35]=[CH:36]/[CH2:37][CH2:38][CH2:39][CH2:40][CH2:41][CH2:42][S:43]([CH2:46][CH2:47][CH2:48][CH2:49][CH2:50][CH2:51][CH3:52])(=[O:45])=[O:44])[C@@:22]([OH:34])([CH2:30][CH2:31][O:32][CH3:33])[C:23]([O:25]C(C)(C)C)=[O:24])=[O:20])[C:14]([O:16][CH3:17])=[O:15])=[CH:8][CH:7]=1)[C:2]#[C:3][CH3:4].FC(F)(F)C(O)=O>ClCCl>[CH2:1]([O:5][C:6]1[CH:11]=[CH:10][C:9]([CH2:12][C@H:13]([NH:18][C:19]([C@@H:21](/[CH:35]=[CH:36]/[CH2:37][CH2:38][CH2:39][CH2:40][CH2:41][CH2:42][S:43]([CH2:46][CH2:47][CH2:48][CH2:49][CH2:50][CH2:51][CH3:52])(=[O:44])=[O:45])[C@@:22]([OH:34])([CH2:30][CH2:31][O:32][CH3:33])[C:23]([OH:25])=[O:24])=[O:20])[C:14]([O:16][CH3:17])=[O:15])=[CH:8][CH:7]=1)[C:2]#[C:3][CH3:4]. Procedure: tert-Butyl (E)-(2S,3S)-3-[(S)-2-(4-but-2-ynyloxy-phenyl)-1-methoxycarbonyl-ethylcarbamoyl]-11-(heptane-1-sulfonyl)-2-hydroxy-2-(2-methoxy-ethyl)-undec-4-enoate (No. 6804464; 56.1 mg, 0.0748 mmol) was dissolved in dichloromethane (3.0 mL), and trifluoroacetic acid (1.0 mL) was added. The mixture was stirred at room temperature for 15 hours. The solvent was distilled off under reduced pressure. To the residue was added dichloromethane, and the solvent was again distilled off under reduced pressure... The reactants are CC(=O)N1CCCC1Cc1ccccc1, O, O=[N+]([O-])O, O=S(=O)(O)O. Product: CC(=O)N1CCCC1Cc1ccc([N+](=O)[O-])cc1. RXN SMILES: [C:1]([CH3:2])(=[O:3])[N:4]1[CH:5]([CH2:9][c:10]2[cH:11][cH:12][cH:13][cH:14][cH:15]2)[CH2:6][CH2:7][CH2:8]1.[OH2:20].[OH:16][N+:17]([O-:18])=[O:19].[S:21](=[O:22])(=[O:23])([OH:24])[OH:25]>>[C:1]([CH3:2])(=[O:3])[N:4]1[CH:5]([CH2:9][c:10]2[cH:11][cH:12][c:13]([N+:17](=[O:16])[O-:18])[cH:14][cH:15]2)[CH2:6][CH2:7][CH2:8]1. RXN SMILES: [CH2:1]([CH3:2])[N:3]([CH2:4][CH3:5])[CH2:6][c:7]1[cH:8][c:9]2[cH:10][cH:11][c:12]([CH2:17][NH:18][NH:19][C:20](=[O:21])[c:22]3[cH:23][cH:24][c:25]([C:26](=[O:27])[OH:28])[cH:29][cH:30]3)[cH:13][c:14]2[cH:15][cH:16]1.[CH3:35][N:36]([CH3:37])[CH:38]=[O:39].[CH3:40][CH2:41][O:42][CH2:43][CH3:44].[S:31]([Cl:32])([Cl:33])=[O:34]>>[CH2:1]([CH3:2])[N:3]([CH2:4][CH3:5])[CH2:6][c:7]1[cH:8][c:9]2[cH:10][cH:11][c:12]([CH2:17][NH:18][NH:19][C:20](=[O:21])[c:22]3[cH:23][cH:24][c:25]([C:26](=[O:27])[Cl:33])[cH:29][cH:30]3)[cH:13][c:14]2[cH:15][cH:16]1. Product: CCN(CC)Cc1ccc2cc(CNNC(=O)c3ccc(C(=O)Cl)cc3)ccc2c1. Starting materials: CCN(CC)Cc1ccc2cc(CNNC(=O)c3ccc(C(=O)O)cc3)ccc2c1, CN(C)C=O, CCOCC, O=S(Cl)Cl.